describe an organic reaction: reactants, conditions, products, and yield From a dataset of the Open Reaction Database (ORD), a public repository of structured organic reaction records. The product is CC(C)c1cc(C=CC#N)ccn1. The reactants are N#CC[P+](c1ccccc1)(c1ccccc1)c1ccccc1, CO, CN(C)C=O, CC(C)c1cc(C=O)ccn1, [Cl-], [H-], [Na+], C1CCOC1. As a reaction SMILES: [C:4](#[N:5])[CH2:6][P+:7]([c:8]1[cH:9][cH:10][cH:11][cH:12][cH:13]1)([c:14]1[cH:15][cH:16][cH:17][cH:18][cH:19]1)[c:20]1[cH:21][cH:22][cH:23][cH:24][cH:25]1.[CH3:37][OH:38].[CH3:44][N:45]([CH3:46])[CH:47]=[O:48].[CH:26]([CH3:27])([CH3:28])[c:29]1[n:30][cH:31][cH:32][c:33]([CH:35]=[O:36])[cH:34]1.[Cl-:3].[H-:1].[Na+:2].[O:39]1[CH2:40][CH2:41][CH2:42][CH2:43]1>>[C:4](#[N:5])[CH:6]=[CH:35][c:33]1[cH:32][cH:31][n:30][c:29]([CH:26]([CH3:27])[CH3:28])[cH:34]1. The reactants are C1(=CC=CC=C1)P(C1=CC=CC=C1)C1=CC=CC=C1 (Triphenylphosphine), ClC=1C=CC(=C(C1)CO)S(=O)(=O)C ([5-chloro-2-(methylsulfonyl)phenyl]methanol), O (water), BrBr (bromine). The solvent is C(C)#N (acetonitrile), C(C)#N (acetonitrile). Reaction conditions: time 30 minute. Yields the product BrCC1=C(C=CC(=C1)Cl)S(=O)(=O)C (2-(bromomethyl)-4-chloro-1-(methylsulfonyl)benzene). Reaction SMILES: C1(P(C2C=CC=CC=2)C2C=CC=CC=2)C=CC=CC=1.[Br:20]Br.[Cl:22][C:23]1[CH:24]=[CH:25][C:26]([S:31]([CH3:34])(=[O:33])=[O:32])=[C:27]([CH2:29]O)[CH:28]=1.O>C(#N)C>[Br:20][CH2:29][C:27]1[CH:28]=[C:23]([Cl:22])[CH:24]=[CH:25][C:26]=1[S:31]([CH3:34])(=[O:33])=[O:32]. Reported procedure: (Step 3) Triphenylphosphine (1.19 g) was suspended in acetonitrile (50 ml), bromine (0.24 ml) was added, and the mixture was stirred at room temperature for 30 min. A solution of [5-chloro-2-(methylsulfonyl)phenyl]methanol obtained in Step 2 (1 g) in acetonitrile (10 ml) was added to the reaction mixture. The mixture was stirred at 70° C. for 3 hr, treated with water, and extracted with ethyl acetate. The extract was washed successively with aqueous sodium hydrogen carbonate solution and saturat... The reactants are CN(S(=O)(=O)N1C(=NC(=C1)CC1(CC1)C(F)(F)F)[C@@H]([C@@](C(F)(F)F)(C1=CC=C(C=C1)N1N=CC=C1)O)O)C (N,N-dimethyl-2-{(1S,2R)-3,3,3-trifluoro-1,2-dihydroxy-2-[4-(1H-pyrazol-1-yl)phenyl]propyl}-4-{[1-(trifluoromethyl)cyclopropyl]methyl}-1H-imidazole-1-sulfonamide), Cl (hydrochloric acid). Solvent: CO (methanol). Reaction conditions: temperature 70 celsius. The product is FC([C@]([C@H](O)C=1NC=C(N1)CC1(CC1)C(F)(F)F)(O)C1=CC=C(C=C1)N1N=CC=C1)(F)F ((1R*,2S*)-3,3,3-trifluoro-2-[4-(1H-pyrazol-1-yl)phenyl]-1-(4-{[1-(trifluoromethyl)cyclopropyl]methyl}-1H-imidazol-2-yl)propane-1,2-diol). Reaction SMILES: CN(C)S([N:6]1[CH:10]=[C:9]([CH2:11][C:12]2([C:15]([F:18])([F:17])[F:16])[CH2:14][CH2:13]2)[N:8]=[C:7]1[C@H:19]([OH:37])[C@:20]([OH:36])([C:25]1[CH:30]=[CH:29][C:28]([N:31]2[CH:35]=[CH:34][CH:33]=[N:32]2)=[CH:27][CH:26]=1)[C:21]([F:24])([F:23])[F:22])(=O)=O.Cl>CO>[F:24][C:21]([F:22])([F:23])[C@@:20]([C:25]1[CH:30]=[CH:29][C:28]([N:31]2[CH:35]=[CH:34][CH:33]=[N:32]2)=[CH:27][CH:26]=1)([OH:36])[C@@H:19]([C:7]1[NH:6][CH:10]=[C:9]([CH2:11][C:12]2([C:15]([F:17])([F:18])[F:16])[CH2:13][CH2:14]2)[N:8]=1)[OH:37]. Procedure details: A methanol (2.0 mL) solution of N,N-dimethyl-2-{(1S,2R)-3,3,3-trifluoro-1,2-dihydroxy-2-[4-(1H-pyrazol-1-yl)phenyl]propyl}-4-{[1-(trifluoromethyl)cyclopropyl]methyl}-1H-imidazole-1-sulfonamide (20.2 mg, 0.036 mmol) was charged with concentrated hydrochloric acid (0.5 mL, 6.0 mmol) and heated to 70° C. After the starting material has been all consumed, the reaction mixture was quenched by sodium bicarbonate and extracted with dichloromethane/ethyl acetate. The combined organic extracts were conce... Starting materials: COC(=O)C1CN(C(=O)OC(C)(C)C)CCC1OS(=O)(=O)C(F)(F)F, CC(=O)[O-], COCCOC, CC(C)n1ncnc1-c1cn2c(n1)-c1ccc(B3OC(C)(C)C(C)(C)O3)cc1OCC2, ClCCl, [K+], O. Product: COC(=O)C1=C(c2ccc3c(c2)OCCn2cc(-c4ncnn4C(C)C)nc2-3)CCN(C(=O)OC(C)(C)C)C1. RXN SMILES: [CH3:32][O:33][C:34](=[O:35])[CH:36]1[CH2:37][N:38]([C:50](=[O:51])[O:52][C:53]([CH3:54])([CH3:55])[CH3:56])[CH2:39][CH2:40][CH:41]1[O:42][S:43]([C:44]([F:45])([F:46])[F:47])(=[O:48])=[O:49].[CH3:58][C:59](=[O:60])[O-:61].[CH3:62][O:63][CH2:64][CH2:65][O:66][CH3:67].[CH:1]([CH3:2])([CH3:3])[n:4]1[n:5][cH:6][n:7][c:8]1-[c:9]1[cH:10][n:11]2[c:17]([n:18]1)-[c:16]1[c:15]([cH:22][c:21]([B:23]3[O:24][C:25]([CH3:26])([CH3:27])[C:28]([CH3:29])([CH3:30])[O:31]3)[cH:20][cH:19]1)[O:14][CH2:13][CH2:12]2.[Cl:68][CH2:69][Cl:70].[K+:57].[OH2:71]>>[CH:1]([CH3:2])([CH3:3])[n:4]1[n:5][cH:6][n:7][c:8]1-[c:9]1[cH:10][n:11]2[c:17]([n:18]1)-[c:16]1[c:15]([cH:22][c:21]([C:41]3=[C:36]([C:34]([O:33][CH3:32])=[O:35])[CH2:37][N:38]([C:50](=[O:51])[O:52][C:53]([CH3:54])([CH3:55])[CH3:56])[CH2:39][CH2:40]3)[cH:20][cH:19]1)[O:14][CH2:13][CH2:12]2. The reactants are C1(=CC=CC=C1)C1=NNC(O1)=O (5-phenyl-1,3,4-oxadiazol-2-one), C(C)(C)(C)C1=C(C(=CC=C1)C(C)(C)C)O (2,6-di-tert.-butyl-phenol), C=O (paraformaldehyde), C1N2CN3CN1CN(C2)C3 (hexamethylenetetramine). The solvent is CN(C=O)C (dimethylformamide), O (water). Product: C(C)(C)(C)C=1C=C(CN2C(OC(=N2)C2=CC=CC=C2)=O)C=C(C1O)C(C)(C)C (3-(3,5-di-tert.-butyl-4-hydroxybenzyl)-5-phenyl-1,3,4-oxadiazol-2-one). RXN SMILES: [C:1]1([C:7]2[O:11][C:10](=[O:12])[NH:9][N:8]=2)[CH:6]=[CH:5][CH:4]=[CH:3][CH:2]=1.[C:13]([C:17]1[CH:22]=[CH:21][CH:20]=[C:19]([C:23]([CH3:26])([CH3:25])[CH3:24])[C:18]=1[OH:27])([CH3:16])([CH3:15])[CH3:14].C=O.[CH2:30]1N2CN3CN(C2)CN1C3>CN(C)C=O.O>[C:23]([C:19]1[CH:20]=[C:21]([CH:22]=[C:17]([C:13]([CH3:16])([CH3:15])[CH3:14])[C:18]=1[OH:27])[CH2:30][N:9]1[N:8]=[C:7]([C:1]2[CH:2]=[CH:3][CH:4]=[CH:5][CH:6]=2)[O:11][C:10]1=[O:12])([CH3:26])([CH3:25])[CH3:24]. Procedure details: 40.5 g of 5-phenyl-1,3,4-oxadiazol-2-one (0.25 mol), 51.5 g of 2,6-di-tert.-butyl-phenol (0.25 mol), 8.2 g of paraformaldehyde (0.27 mol) and 0.7 g of hexamethylenetetramine in 150 ml of dimethylformamide and 15 ml of water are heated to 110°C for 15 hours, whilst stirring. A yellowish solution results, from which the 3-(3,5-di-tert.-butyl-4-hydroxybenzyl)-5-phenyl-1,3,4-oxadiazol-2-one (stabiliser No. 1) which is formed crystallises out on cooling to room temperature. The product is filtered of... Starting materials: O1C(=CC=C1)C=1OC=C(N1)COC1=C(C=C(C=O)C=C1)OC (4-{[2-(2-furyl)-1,3-oxazol-4-yl]methoxy}-3-methoxybenzaldehyde), O (water), C(C)O (ethanol), [BH4-].[Na+] (sodium borohydride). The solvent is O1CCCC1 (tetrahydrofuran). Conditions: time 30 minute. Product: O1C(=CC=C1)C=1OC=C(N1)COC1=C(C=C(C=C1)CO)OC ((4-{[2-(2-furyl)-1,3-oxazol-4-yl]methoxy}-3-methoxyphenyl)methanol). Yield: 86.0%. Reaction SMILES: [O:1]1[CH:5]=[CH:4][CH:3]=[C:2]1[C:6]1[O:7][CH:8]=[C:9]([CH2:11][O:12][C:13]2[CH:20]=[CH:19][C:16]([CH:17]=[O:18])=[CH:15][C:14]=2[O:21][CH3:22])[N:10]=1.C(O)C.[BH4-].[Na+].O>O1CCCC1>[O:1]1[CH:5]=[CH:4][CH:3]=[C:2]1[C:6]1[O:7][CH:8]=[C:9]([CH2:11][O:12][C:13]2[CH:20]=[CH:19][C:16]([CH2:17][OH:18])=[CH:15][C:14]=2[O:21][CH3:22])[N:10]=1 |f:2.3|. Procedure details: To a solution of 4-{[2-(2-furyl)-1,3-oxazol-4-yl]methoxy}-3-methoxybenzaldehyde (9.70 g) in tetrahydrofuran (100 mL)-ethanol (50 mL) was gradually added sodium borohydride (1.23 g) at room temperature. After stirring at room temperature for 30 min., water was added to the reaction mixture and the precipitated crystals were collected by filtration to give (4-{[2-(2-furyl)-1,3-oxazol-4-yl]methoxy}-3-methoxyphenyl)methanol as pale-brown crystals (8.40 g, yield 86%). Recrystallization from ethyl ace... Procedure details: A 100 ml flask having a septum cap and magnetic stirrer was initially charged with palladium acetate (67.3 mg, 0.30 mmol), diphenylferrocenylphosphine (194 mg, 0.35 mmol), 3-phenylpropionic acid (1.50 g, 10 mmol) and benzeneboronic acid (1.46 g, 12 mmol). THF (40 ml), water (45 mg, 2.5 mmol) and pivalic anhydride (2.79 g, 15 mmol) were added in succession with the aid of syringes. The reaction vessel was then purged with inert gas and the reaction mixture was heated to 60° C. for a few hours. Th... RXN SMILES: [C:1]1([CH2:7][CH2:8][C:9](O)=O)[CH:6]=[CH:5][CH:4]=[CH:3][CH:2]=1.[C:12]1(B(O)O)[CH:17]=[CH:16][CH:15]=[CH:14][CH:13]=1.O.[C:22](OC(=O)C(C)(C)C)(=[O:27])C(C)(C)C>C([O-])(=O)C.[Pd+2].C([O-])(=O)C.C1(P(C2C=CC=CC=2)[C-]2C=CC=C2)C=CC=CC=1.[CH-]1C=CC=C1.[Fe+2].C1COCC1>[C:12]1([C:22]([CH2:9][CH2:8][CH2:7][C:1]2[CH:2]=[CH:3][CH:4]=[CH:5][CH:6]=2)=[O:27])[CH:17]=[CH:16][CH:15]=[CH:14][CH:13]=1 |f:4.5.6,7.8.9|. Yields the product C1(=CC=CC=C1)C(=O)CCCC1=CC=CC=C1 (3-phenylpropyl phenyl ketone). Conditions: temperature 60 celsius. Starting materials: C1(=CC=CC=C1)CCC(=O)O (3-phenylpropionic acid), C1(=CC=CC=C1)B(O)O (benzeneboronic acid), O (water), C(C(C)(C)C)(=O)OC(C(C)(C)C)=O (pivalic anhydride). Yield: 77.1%. Solvent: C1CCOC1 (THF). Reagents/catalysts: C(C)(=O)[O-].[Pd+2].C(C)(=O)[O-] (palladium acetate), C1(=CC=CC=C1)P([C-]1C=CC=C1)C1=CC=CC=C1.[CH-]1C=CC=C1.[Fe+2] (diphenylferrocenylphosphine). Starting materials: IC=1C=C(N)C=C(C1)OC (3-iodo-5-methoxyaniline), COC=1C=C(N)C=C(C1)[N+](=O)[O-] (3-methoxy-5-nitroaniline). The product is IC1=CC(=CC(=C1)[N+](=O)[O-])OC (1-iodo-3-methoxy-5-nitrobenzene). RXN SMILES: [I:1]C1C=C(C=C(OC)C=1)N.[CH3:11][O:12][C:13]1[CH:14]=[C:15]([CH:17]=[C:18]([N+:20]([O-:22])=[O:21])[CH:19]=1)N>>[I:1][C:15]1[CH:17]=[C:18]([N+:20]([O-:22])=[O:21])[CH:19]=[C:13]([O:12][CH3:11])[CH:14]=1. Procedure: Certain 5-alkoxy-3-aminophenyl substituted olefinic amine compounds of the present invention such as (E)-N-methyl-5-(5-methoxy-3-aminophenyl)-4-penten-2-amine, can be synthesized by coupling a 3-halo-5-alkoxyaniline such as 3-bromo-5-methoxyaniline or 3-iodo-5-methoxyaniline (protected by a phthaloyl functionality) with an olefin containing a secondary alcohol functionality, 4-penten-2-ol, under Heck reaction conditions. The resulting secondary alcohol intermediate can be converted to its p-tolu... Starting materials: Cl.Cl.N1(CCCC1)C1=CC=C(C(=O)C2CCNCC2)C=C1 (4-(4-pyrrolidinobenzoyl)piperidine dihydrochloride), C(C)O (ethanol). The reagents and catalysts are [Pd] (palladium-on-carbon). The solvent is O (water). Run at time 2 hour. The product is Cl.Cl.N1(CCCC1)C1=CC=C(CN2CCCCC2)C=C1 ((4-Pyrrolidinobenzyl)piperidine dihydrochloride). RXN SMILES: [CH2:1](O)[CH3:2].[ClH:4].Cl.[N:6]1([C:11]2[CH:24]=[CH:23][C:14]([C:15](C3CCNCC3)=O)=[CH:13][CH:12]=2)[CH2:10][CH2:9][CH2:8][CH2:7]1>[Pd].O>[ClH:4].[ClH:4].[N:6]1([C:11]2[CH:12]=[CH:13][C:14]([CH2:15][N:6]3[CH2:2][CH2:1][CH2:9][CH2:8][CH2:7]3)=[CH:23][CH:24]=2)[CH2:7][CH2:8][CH2:9][CH2:10]1 |f:1.2.3,6.7.8|. Reported procedure: In a solvent mixture of 20 ml of ethanol and 20 ml of water was added 3.33 g of the 4-(4-pyrrolidinobenzoyl)piperidine dihydrochloride (Compound No. 1) prepared in Example 11, followed by addition of 10% palladium-on-carbon, and the catalytic reduction was carried out at atmospheric temperature and pressure for 2 hours. After completion of the reaction, the solvent was distilled off and the residue was dissolved in a saturated aqueous solution of sodium chloride. The solution was made basic by a... Procedure: Benzoic acid 4(R)-(2-amino-6-chloro-purin-9-yl)-[1,3]dioxolan-2(R)-ylmethyl ester (2.4 kg, 6.3 moles) and methanol (6.24 L) were combined under inert atmosphere. 25% MeONa/MeOH (33.6 g) was added at room temperature and the reaction mixture was stirred for 16-24 hours. The reaction was monitored by HPLC for complete deprotection of the benzoate ester. The reaction mixture was cooled to 2° C. for 2 hours. The solids were collected by filtration and dried in vacuo to give the desired compound (1.2... Solvent: CO (methanol). Yield: 70.1%. Conditions: temperature 2 celsius, time 20 hour. Yields the product NC1=NC(=C2N=CN(C2=N1)[C@@H]1O[C@@H](OC1)CO)Cl ([4(R)-(2-Amino-6-chloro-purin-9-yl)-[1,3]dioxolan-2(R)-yl]-methanol). Starting materials: NC1=NC(=C2N=CN(C2=N1)[C@@H]1O[C@@H](OC1)COC(C1=CC=CC=C1)=O)Cl (Benzoic acid 4(R)-(2-amino-6-chloro-purin-9-yl)-[1,3]dioxolan-2(R)-ylmethyl ester), CO[Na].CO (MeONa MeOH), benzoate ester. RXN SMILES: [NH2:1][C:2]1[N:10]=[C:9]2[C:5]([N:6]=[CH:7][N:8]2[C@H:11]2[CH2:15][O:14][C@@H:13]([CH2:16][O:17]C(=O)C3C=CC=CC=3)[O:12]2)=[C:4]([Cl:26])[N:3]=1.CO[Na].CO>CO>[NH2:1][C:2]1[N:10]=[C:9]2[C:5]([N:6]=[CH:7][N:8]2[C@H:11]2[CH2:15][O:14][C@@H:13]([CH2:16][OH:17])[O:12]2)=[C:4]([Cl:26])[N:3]=1 |f:1.2|.